This data is from the Open Reaction Database (ORD), a public repository of structured organic reaction records. The task is: describe an organic reaction: reactants, conditions, products, and yield The reactants are C1(CC[C@H](S1)CO)N1C2=NC=NC(=C2N=C1)Cl (9-(4-Thio-2,3-dideoxy-D-ribofuranosyl)-6-chloropurine), [C@@H]1([C@H](O)[C@H](O)[C@@H](CO)O1)N1C=NC=2C(N)=NC=NC12 (adenosine). Reagents/catalysts: CC[N+](CC)(CC)CC.[Br-] (TEAB). Reaction conditions: time 34 hour. Yields the product [C@@H]1(CC[C@@H](CO)S1)N1C=NC=2C(O)=NC=NC12 (4'-Thio-2',3'-dideoxyinosine). The yield is 79.0%. As a reaction SMILES: [CH:1]1([N:8]2[CH:16]=[N:15][C:14]3[C:9]2=[N:10][CH:11]=[N:12][C:13]=3Cl)[S:5][C@H:4]([CH2:6][OH:7])[CH2:3][CH2:2]1.[C@@H]1(N2C3N=CN=C(N)C=3N=C2)O[C@H](CO)[C@@H](O)[C@H]1[OH:20]>CC[N+](CC)(CC)CC.[Br-]>[C@@H:1]1([N:8]2[C:9]3[N:10]=[CH:11][N:12]=[C:13]([OH:20])[C:14]=3[N:15]=[CH:16]2)[S:5][C@H:4]([CH2:6][OH:7])[CH2:3][CH2:2]1 |f:2.3|. Reported procedure: To a solution of the α/β anomers of 20 (82 mg, 0.3 mmol) in 20 mL of a 0.75 M TEAB buffer was added 3 μL adenosine deaminase. The reaction was stirred 34 h followed by lyophilization. The residue was purified by preparative TLC with 6:1 chloroform-methanol containing 1% acetic acid. The crude product was recrystallized from methanol/carbontetrachloride to give 30.5 mg (79%) of 21; mp. 195°-197° C.; [α]D25 -13.9° (c=0.1, H2O); FAB MS 253 (M+H+ ; 1H NMR (D20) δ 8.5 (s, 1, H-2), 8.2 (s, 1, H-8), 6.... Starting materials: FC(C1=CC(=C(C=C1)N)N)(F)F (4-Trifluoromethyl-1,2-phenylenediamine), C1(CCCCO1)=O (delta-valerolactone). The solvent is Cl (HCl). Product: FC(C1=CC2=C(NC(=N2)CCCCO)C=C1)(F)F (4-(5-Trifluoromethyl-1H-benzoimidazol-2-yl)-butan-1-ol). Yield: 77.3%. Reaction SMILES: [F:1][C:2]([F:12])([F:11])[C:3]1[CH:8]=[CH:7][C:6]([NH2:9])=[C:5]([NH2:10])[CH:4]=1.[C:13]1(=O)[O:18][CH2:17][CH2:16][CH2:15][CH2:14]1>Cl>[F:1][C:2]([F:11])([F:12])[C:3]1[CH:8]=[CH:7][C:6]2[NH:9][C:13]([CH2:14][CH2:15][CH2:16][CH2:17][OH:18])=[N:10][C:5]=2[CH:4]=1. Procedure details: 4-Trifluoromethyl-1,2-phenylenediamine (3 g, 17.03 mmol) and delta-valerolactone (1.78 ml, 18.74 mmol) in 4M HCl (15 ml) were heated to 110° C. for 18 h. The reaction mixture was quenched by addition to sat. NaHCO3(aq) (100 ml), and the mixture was extracted with EtOAc (3×100 ml). The combined organics were dried (MgSO4) and concentrated to afford a brown oil which was triturated with Et2O to afford 3.4 g (77.3%) of 4-(5-Trifluoromethyl-1H-benzoimidazol-2-yl)-butan-1-ol as a tan powder. MS (ESI+... The reactants are CCOC(=O)C(Cc1cccc(OC(C)(C)C)c1)C(O)c1ccc(F)cc1, CO, [K+], [Na+], [OH-], O=S(=O)([O-])O. The product is CC(C)(C)Oc1cccc(CC(C(=O)O)C(O)c2ccc(F)cc2)c1. RXN SMILES: [C:1]([CH3:2])([CH3:3])([CH3:4])[O:5][c:6]1[cH:7][c:8]([CH2:9][CH:10]([C:11](=[O:12])[O:13][CH2:14][CH3:15])[CH:16]([OH:17])[c:18]2[cH:19][cH:20][c:21]([F:24])[cH:22][cH:23]2)[cH:25][cH:26][cH:27]1.[CH3:36][OH:37].[K+:35].[Na+:29].[OH-:28].[S:30]([O-:31])([OH:32])(=[O:33])=[O:34]>>[C:1]([CH3:2])([CH3:3])([CH3:4])[O:5][c:6]1[cH:7][c:8]([CH2:9][CH:10]([C:11](=[O:12])[OH:13])[CH:16]([OH:17])[c:18]2[cH:19][cH:20][c:21]([F:24])[cH:22][cH:23]2)[cH:25][cH:26][cH:27]1. The reactants are [Cl-].O[NH3+] (hydroxylammonium chloride), C(O)([O-])=O.[Na+] (sodium hydrogen carbonate), CS(=O)C (dimethyl sulfoxide), CC=1N(C(C(=C(N1)CCC)CC1=CC=C(C=C1)C=1C(=CC=CC1)C#N)=O)CC=1SC=CC1 (4′-{[2-methyl-6-oxo-4-propyl-1-(2-thienylmethyl)-1,6-dihydropyrimidin-5-yl]methyl}biphenyl-2-carbonitrile). The solvent is C(C)(=O)OCC (ethyl acetate). Conditions: temperature 40 celsius, time 30 minute. The product is CC1=NC(=C(C(N1CC=1SC=CC1)=O)CC1=CC=C(C=C1)C1=C(C=CC=C1)C1=NOC(N1)=O)CCC (2-methyl-5-{[2′-(5-oxo-4,5-dihydro-1,2,4-oxadiazol-3-yl)biphenyl-4-yl]methyl}-6-propyl-3-(2-thienylmethyl)pyrimidin-4(3H)-one). Isolated yield 46.5%. RXN SMILES: [Cl-].O[NH3+:3].[C:4](=[O:7])([O-])[OH:5].[Na+].CS(C)=O.[CH3:13][C:14]1[N:15]([CH2:39][C:40]2[S:41][CH:42]=[CH:43][CH:44]=2)[C:16](=[O:38])[C:17]([CH2:23][C:24]2[CH:29]=[CH:28][C:27]([C:30]3[C:31]([C:36]#[N:37])=[CH:32][CH:33]=[CH:34][CH:35]=3)=[CH:26][CH:25]=2)=[C:18]([CH2:20][CH2:21][CH3:22])[N:19]=1>C(OCC)(=O)C>[CH3:13][C:14]1[N:15]([CH2:39][C:40]2[S:41][CH:42]=[CH:43][CH:44]=2)[C:16](=[O:38])[C:17]([CH2:23][C:24]2[CH:25]=[CH:26][C:27]([C:30]3[CH:35]=[CH:34][CH:33]=[CH:32][C:31]=3[C:36]3[NH:3][C:4](=[O:7])[O:5][N:37]=3)=[CH:28][CH:29]=2)=[C:18]([CH2:20][CH2:21][CH3:22])[N:19]=1 |f:0.1,2.3|. Procedure details: A mixture of hydroxylammonium chloride (1.41 g), sodium hydrogen carbonate (2.13 g) and dimethyl sulfoxide (15 mL) was stirred at 40° C. for 30 min, 4′-{[2-methyl-6-oxo-4-propyl-1-(2-thienylmethyl)-1,6-dihydropyrimidin-5-yl]methyl}biphenyl-2-carbonitrile (0.74 g) was added, and the mixture was stirred at 90° C. for 16 hr. The reaction mixture was diluted with ethyl acetate, washed with water and then with saturated brine, and dried over anhydrous magnesium sulfate. The solvent was evaporated und...